This data is from the Open Reaction Database (ORD), a public repository of structured organic reaction records. The task is: describe an organic reaction: reactants, conditions, products, and yield The reactants are [H-].[Na+] (sodium hydride), C(C)O (ethanol), C(=O)OCC (ethyl formate), CC1(OCCC1=O)C (dihydro-2,2-dimethyl-3-(2H)-furanone). The reagents and catalysts are CCOCC (ether). Run in CCOCC (ether), O (water), CCOCC (ether). Reaction conditions: temperature 0 celsius. The product is OC=C1C(C(OC1)(C)C)=O (4-hydroxymethylene-dihydro-2,2-dimethyl-3(2H)furanone). Yield: 43.0%. RXN SMILES: [CH3:1][C:2]1([CH3:8])[C:6](=[O:7])[CH2:5][CH2:4][O:3]1.[H-].[Na+].[CH2:11]([OH:13])C.C(OCC)=O>CCOCC.O>[OH:13][CH:11]=[C:5]1[CH2:4][O:3][C:2]([CH3:8])([CH3:1])[C:6]1=[O:7] |f:1.2|. Procedure: An ether solution of dihydro-2,2-dimethyl-3-(2H)-furanone; (4.55 g, 39.9 mmol) in -30 mL of ether was added dropwise to a suspension of sodium hydride (3.2 g of 60%, 80 mmol) in 150 mL of ether containing three drops of ethanol and 6.5 mL (80 mmol) of ethyl formate stirred at 0° C. After stirring overnight at room temperature, the reaction mixture was taken up into water, the ether layer separated, washed with additional ether, acidified with 6N HCl and extracted into ether. The combined ether l... Reactants: COC(=O)CC(C)=O, CCN1CCCC1CN, ClCCl, Cl, [Mg+2], O=S(=O)([O-])[O-]. The product is CCN1CCCC1CNC(C)=CC(=O)OC. RXN SMILES: [C:11]([CH2:12][C:13](=[O:14])[CH3:15])(=[O:16])[O:17][CH3:18].[CH2:1]([CH3:2])[N:3]1[CH:4]([CH2:8][NH2:9])[CH2:5][CH2:6][CH2:7]1.[CH2:25]([Cl:26])[Cl:27].[ClH:10].[Mg+2:19].[O-:20][S:21](=[O:22])(=[O:23])[O-:24]>>[CH2:1]([CH3:2])[N:3]1[CH:4]([CH2:8][NH:9][C:13](=[CH:12][C:11](=[O:16])[O:17][CH3:18])[CH3:15])[CH2:5][CH2:6][CH2:7]1. The reactants are N1(CCCCCC1)CCOC1=CC=C(C=C1)CCNC1=C(C=CC(=C1)OC)C1CC2=CC=C(C=C2CC1)OC ({2-[4-(2-azepan-1-ylethoxy)phenyl]ethyl}[5-methoxy-2-(6-methoxy-1,2,3,4-tetrahydronaphthalen-2-yl)phenyl]amine), N1(CCCCCC1)CCOC1=CC=C(C=C1)CCN(C1=C(C=CC(=C1)OC)C1CC2=CC=C(C=C2CC1)OC)CC ({2-[4-(2-azepan-1-ylethoxy)phenyl]ethyl}ethyl[5-methoxy-2-(6-methoxy-1,2,3,4-tetrahydronaphthalen-2-yl)phenyl]amine). Product: N1(CCCCCC1)CCOC1=CC=C(C=C1)CCN(C1=C(C=CC(=C1)O)C1CC=2C=CC(=CC2CC1)O)CC (6-{2-{{2-[4-(2-Azepan-1-ylethoxy)phenyl]ethyl}ethylamino}-4-hydroxyphenyl}-5,6,7,8-tetrahydronaphthalen-2-ol). Yield: 77.0%. As a reaction SMILES: N1(CCOC2C=CC(CCNC3C=C(OC)C=CC=3C3CCC4C(=CC=C(OC)C=4)C3)=CC=2)CCCCCC1.[N:40]1([CH2:47][CH2:48][O:49][C:50]2[CH:55]=[CH:54][C:53]([CH2:56][CH2:57][N:58]([CH2:79][CH3:80])[C:59]3[CH:64]=[C:63]([O:65]C)[CH:62]=[CH:61][C:60]=3[CH:67]3[CH2:76][CH2:75][C:74]4[C:69](=[CH:70][CH:71]=[C:72]([O:77]C)[CH:73]=4)[CH2:68]3)=[CH:52][CH:51]=2)[CH2:46][CH2:45][CH2:44][CH2:43][CH2:42][CH2:41]1>>[N:40]1([CH2:47][CH2:48][O:49][C:50]2[CH:55]=[CH:54][C:53]([CH2:56][CH2:57][N:58]([CH2:79][CH3:80])[C:59]3[CH:64]=[C:63]([OH:65])[CH:62]=[CH:61][C:60]=3[CH:67]3[CH2:76][CH2:75][C:74]4[CH:73]=[C:72]([OH:77])[CH:71]=[CH:70][C:69]=4[CH2:68]3)=[CH:52][CH:51]=2)[CH2:46][CH2:45][CH2:44][CH2:43][CH2:42][CH2:41]1. Procedure details: Synthesized from {2-[4-(2-azepan-1-ylethoxy)phenyl]ethyl}[5-methoxy-2-(6-methoxy-1,2,3,4-tetrahydronaphthalen-2-yl)phenyl]amine according to an analogous synthetic method to Example 36, {2-[4-(2-azepan-1-ylethoxy)phenyl]ethyl}ethyl[5-methoxy-2-(6-methoxy-1,2,3,4-tetrahydronaphthalen-2-yl)phenyl]amine (130 mg) was used according to an analogous synthetic method to Example 111 to provide the title compound (95 mg). Starting materials: COC(=O)C=1C(=C2C=C(C(N(C2=CN1)CC1=CC=CC=C1)=O)C1=CC=CC=C1)O (1-benzyl-5-hydroxy-2-oxo-3-phenyl-1,2-dihydro-[1,7]naphthyridine-6-carboxylic acid methyl ester), N[C@@H](CC(=O)O)C ((R)-3-amino-butyric acid), C[O-].[Na+] (NaOMe). The solvent is COCCO (2-methoxyethanol). Yields the product C(C1=CC=CC=C1)N1C(C(=CC2=C(C(=NC=C12)C(=O)N[C@@H](CC(=O)O)C)O)C1=CC=CC=C1)=O ((R)-3-[(1-Benzyl-5-hydroxy-2-oxo-3-phenyl-1,2-dihydro-[1,7]naphthyridine-6-carbonyl)-amino]-butyric acid). The yield is 68.0%. Reaction SMILES: CO[C:3]([C:5]1[C:6]([OH:29])=[C:7]2[C:12](=[CH:13][N:14]=1)[N:11]([CH2:15][C:16]1[CH:21]=[CH:20][CH:19]=[CH:18][CH:17]=1)[C:10](=[O:22])[C:9]([C:23]1[CH:28]=[CH:27][CH:26]=[CH:25][CH:24]=1)=[CH:8]2)=[O:4].[NH2:30][C@H:31]([CH3:36])[CH2:32][C:33]([OH:35])=[O:34].C[O-].[Na+]>COCCO>[CH2:15]([N:11]1[C:12]2[C:7](=[C:6]([OH:29])[C:5]([C:3]([NH:30][C@H:31]([CH3:36])[CH2:32][C:33]([OH:35])=[O:34])=[O:4])=[N:14][CH:13]=2)[CH:8]=[C:9]([C:23]2[CH:24]=[CH:25][CH:26]=[CH:27][CH:28]=2)[C:10]1=[O:22])[C:16]1[CH:21]=[CH:20][CH:19]=[CH:18][CH:17]=1 |f:2.3|. Reported procedure: A mixture of 1-benzyl-5-hydroxy-2-oxo-3-phenyl-1,2-dihydro-[1,7]naphthyridine-6-carboxylic acid methyl ester (35 mg, 0.090 mmol), (R)-3-amino-butyric acid (94 mg, 0.90 mmol) and NaOMe (39 mg, 0.73 mmol) in 2-methoxyethanol (10 mL) was refluxed for 3 h. After the mixture was cooled to r.t., the solvent was evaporated in vacuo. The residue was dissolved in saturated NaHCO3 and washed with ether. The aqueous layer was acidified to pH about 2 with 6 M HCl, and the resulting precipitate was isolated ... Reactants: O=c1[nH]nc(Cl)c2cc(Br)ccc12, CC(C)(C)OC(=O)N1CCN(c2ccccc2CN)CC1, CCOC(C)=O, O=C(C=Cc1ccccc1)C=Cc1ccccc1, O=C(C=Cc1ccccc1)C=Cc1ccccc1, O=C(C=Cc1ccccc1)C=Cc1ccccc1, [Pd], [Pd]. Yields the product CC(C)(C)OC(=O)N1CCN(c2ccccc2CNc2ccc3c(=O)[nH]nc(Cl)c3c2)CC1. Reaction SMILES: [Br:1][c:2]1[cH:3][c:4]2[c:5]([Cl:13])[n:6][nH:7][c:8](=[O:12])[c:9]2[cH:10][cH:11]1.[C:14]([CH3:15])([CH3:16])([CH3:17])[O:18][C:19](=[O:20])[N:21]1[CH2:22][CH2:23][N:24]([c:27]2[c:28]([CH2:33][NH2:34])[cH:29][cH:30][cH:31][cH:32]2)[CH2:25][CH2:26]1.[CH3:35][CH2:36][O:37][C:38]([CH3:39])=[O:40].[O:43]=[C:44]([CH:45]=[CH:46][c:47]1[cH:48][cH:49][cH:50][cH:51][cH:52]1)[CH:53]=[CH:54][c:55]1[cH:56][cH:57][cH:58][cH:59][cH:60]1.[O:61]=[C:62]([CH:63]=[CH:64][c:65]1[cH:66][cH:67][cH:68][cH:69][cH:70]1)[CH:71]=[CH:72][c:73]1[cH:74][cH:75][cH:76][cH:77][cH:78]1.[O:79]=[C:80]([CH:81]=[CH:82][c:83]1[cH:84][cH:85][cH:86][cH:87][cH:88]1)[CH:89]=[CH:90][c:91]1[cH:92][cH:93][cH:94][cH:95][cH:96]1.[Pd:41].[Pd:42]>>[c:2]1([NH:34][CH2:33][c:28]2[c:27]([N:24]3[CH2:23][CH2:22][N:21]([C:19]([O:18][C:14]([CH3:15])([CH3:16])[CH3:17])=[O:20])[CH2:26][CH2:25]3)[cH:32][cH:31][cH:30][cH:29]2)[cH:3][c:4]2[c:5]([Cl:13])[n:6][nH:7][c:8](=[O:12])[c:9]2[cH:10][cH:11]1. Starting materials: IC1=NC(=NC(=N1)C)N(CC1=CC=C(C=C1)OC)CC1=CC=C(C=C1)OC (4-iodo-N,N-bis(4-methoxybenzyl)-6-methyl-1,3,5-triazin-2-amine), ClC=1C=NC=CC1B(O)O (3-chloropyridine-4-boronic acid), C([O-])([O-])=O.[Cs+].[Cs+] (cesium carbonate). The reagents and catalysts are [Pd+2].ClC1=C([C-](C=C1)P(C1=CC=CC=C1)C1=CC=CC=C1)Cl.[C-]1(C=CC=C1)P(C1=CC=CC=C1)C1=CC=CC=C1.[Fe+2] (dichloro 1,1′-bis(diphenylphosphino)ferrocene palladium (II)). Run in O1CCOCC1 (dioxane), O (water), O (water). Run at temperature 90 celsius, time 1 hour. Product: ClC=1C=NC=CC1C1=NC(=NC(=N1)C)N(CC1=CC=C(C=C1)OC)CC1=CC=C(C=C1)OC (4-(3-Chloropyridin-4-yl)-N,N-Bis(4-Methoxybenzyl)-6-Methyl-1,3,5-Triazin-2-Amine). Reaction SMILES: I[C:2]1[N:7]=[C:6]([CH3:8])[N:5]=[C:4]([N:9]([CH2:19][C:20]2[CH:25]=[CH:24][C:23]([O:26][CH3:27])=[CH:22][CH:21]=2)[CH2:10][C:11]2[CH:16]=[CH:15][C:14]([O:17][CH3:18])=[CH:13][CH:12]=2)[N:3]=1.[Cl:28][C:29]1[CH:30]=[N:31][CH:32]=[CH:33][C:34]=1B(O)O.C(=O)([O-])[O-].[Cs+].[Cs+]>O1CCOCC1.O.[Pd+2].ClC1C=C[C-](P(C2C=CC=CC=2)C2C=CC=CC=2)C=1Cl.[C-]1(P(C2C=CC=CC=2)C2C=CC=CC=2)C=CC=C1.[Fe+2]>[Cl:28][C:29]1[CH:30]=[N:31][CH:32]=[CH:33][C:34]=1[C:2]1[N:7]=[C:6]([CH3:8])[N:5]=[C:4]([N:9]([CH2:19][C:20]2[CH:25]=[CH:24][C:23]([O:26][CH3:27])=[CH:22][CH:21]=2)[CH2:10][C:11]2[CH:16]=[CH:15][C:14]([O:17][CH3:18])=[CH:13][CH:12]=2)[N:3]=1 |f:2.3.4,7.8.9.10|. Procedure: A mixture of 4-iodo-N,N-bis(4-methoxybenzyl)-6-methyl-1,3,5-triazin-2-amine (306 mg, 0.642 mmol), 3-chloropyridine-4-boronic acid (101 mg, 0.642 mmol), dichloro 1,1′-bis(diphenylphosphino)ferrocene palladium (II) (52.4 mg, 0.064 mmol) and cesium carbonate (251 mg, 0.770 mmol) in dioxane (6 mL) and water (1 mL) was stirred at 90° C. for 1 h. The mixture was cooled down to room temperature. The reaction mixture was diluted with water (20 mL) and extracted with EtOAc (2×30 mL). The organic extract ... Reactants: CCOC(C)=O, CCCCCC, Fc1cccc(-c2[nH]nc(C(F)(F)F)c2Cl)c1, COc1cc(N2CCN(C(=O)CCl)CC2)ccc1Cl, [K+], [K+], O=C([O-])[O-], CN(C)C=O. Product: COc1cc(N2CCN(C(=O)Cn3nc(C(F)(F)F)c(Cl)c3-c3cccc(F)c3)CC2)ccc1Cl. RXN SMILES: [C:48]([O:49][CH2:50][CH3:51])(=[O:52])[CH3:53].[CH3:54][CH2:55][CH2:56][CH2:57][CH2:58][CH3:59].[Cl:1][c:2]1[c:3]([C:14]([F:15])([F:16])[F:17])[n:4][nH:5][c:6]1-[c:7]1[cH:8][c:9]([F:13])[cH:10][cH:11][cH:12]1.[Cl:24][CH2:25][C:26](=[O:27])[N:28]1[CH2:29][CH2:30][N:31]([c:34]2[cH:35][c:36]([O:41][CH3:42])[c:37]([Cl:40])[cH:38][cH:39]2)[CH2:32][CH2:33]1.[K+:18].[K+:19].[O-:20][C:21]([O-:22])=[O:23].[O:43]=[CH:44][N:45]([CH3:46])[CH3:47]>>[Cl:1][c:2]1[c:3]([C:14]([F:15])([F:16])[F:17])[n:4][n:5]([CH2:25][C:26](=[O:27])[N:28]2[CH2:29][CH2:30][N:31]([c:34]3[cH:35][c:36]([O:41][CH3:42])[c:37]([Cl:40])[cH:38][cH:39]3)[CH2:32][CH2:33]2)[c:6]1-[c:7]1[cH:8][c:9]([F:13])[cH:10][cH:11][cH:12]1.